Task: describe an organic reaction: reactants, conditions, products, and yield. Dataset: the Open Reaction Database (ORD), a public repository of structured organic reaction records Reactants: C(C)O\C=C(/C(=O)OCC)\C(C(F)F)=O ((Z)-ethyl 2-(ethoxymethylene)-4,4-difluoro-3-oxobutanoate), CN(/C=C/C#N)C ((E)-3-(dimethylamino)acrylonitrile), NH4OAc. Run in CN(C)C=O (DMF). Run at time 12 hour. The product is C(#N)C=1C=NC(=C(C(=O)OCC)C1)C(F)F (ethyl 5-cyano-2-(difluoromethyl)nicotinate). Yield: 23.2%. Reaction SMILES: C(O/[CH:4]=[C:5](/[C:11](=O)[CH:12]([F:14])[F:13])\[C:6]([O:8][CH2:9][CH3:10])=[O:7])C.C[N:17](C)/[CH:18]=[CH:19]/[C:20]#[N:21]>CN(C=O)C>[C:20]([C:19]1[CH:18]=[N:17][C:11]([CH:12]([F:13])[F:14])=[C:5]([CH:4]=1)[C:6]([O:8][CH2:9][CH3:10])=[O:7])#[N:21]. Procedure: To a solution of cyanoacetic acid (2.0 g, 23.53 mmol) in 1,4-dioxane (10 mL) was added N,N-dimethylformamide dimethylacetal (3.35 g, 28.23 mmol) and the reaction mixture was heated at 80° C. for 4 h. Then the reaction mixture was concentrated, diluted with Et2O and filtered through a pad of silica. The filtrate was concentrated to afford 2.37 g of (E)-3-(dimethylamino)acrylonitrile which was taken to the next step without further purification. To a solution of (Z)-ethyl 2-(ethoxymethylene)-4,4-d... The reactants are NCCCN1CCOCC1 (N-(3-Aminopropyl)morpholine), O1C(=O)CCC2=CC=CC=C12 (3,4-dihydrocoumarine). Reaction conditions: temperature 70 celsius, time 1 hour. Product: OC1=C(C=CC=C1)CCC(=O)NCCCN1CCOCC1 (3-(2-Hydroxyphenyl)-N-(3-morpholinopropyl)propanamide). Yield: 116.5%. As a reaction SMILES: [NH2:1][CH2:2][CH2:3][CH2:4][N:5]1[CH2:10][CH2:9][O:8][CH2:7][CH2:6]1.[O:11]1[C:21]2[C:16](=[CH:17][CH:18]=[CH:19][CH:20]=2)[CH2:15][CH2:14][C:12]1=[O:13]>>[OH:11][C:21]1[CH:20]=[CH:19][CH:18]=[CH:17][C:16]=1[CH2:15][CH2:14][C:12]([NH:1][CH2:2][CH2:3][CH2:4][N:5]1[CH2:10][CH2:9][O:8][CH2:7][CH2:6]1)=[O:13]. Reported procedure: N-(3-Aminopropyl)morpholine (1.77 g) was added to 3,4-dihydrocoumarine (1.81 g) and stirred for 1 hours at 70° C., thereby yielding the entitled compound (4.16 g) as pale yellow syrup. The yield is 71.1%. The reactants are CN(C(=N)N(C)C)C (1,1,3,3-Tetramethylguanidine), COC(C(NC(C1=C(C=C(C=C1)C(=O)NCC1=CC=C2C=CNC2=C1)Cl)=O)P(=O)(OC)OC)=O (rac.-N-[2-chloro-4-[[[(1H-indol-6-yl)methyl]amino]carbonyl]benzoyl]-2-(dimethoxyphosphinyl)glycine methyl ester), N1=CC(=CC2=CC=CC=C12)C=O (quinoline-3-carboxaldehyde). Conditions: temperature 5 celsius, time 30 minute. Run in ClCCl (dichloromethane). As a reaction SMILES: CN(C)C(N(C)C)=N.[CH3:9][O:10][C:11](=[O:42])[CH:12](P(OC)(OC)=O)[NH:13][C:14](=[O:35])[C:15]1[CH:20]=[CH:19][C:18]([C:21]([NH:23][CH2:24][C:25]2[CH:33]=[C:32]3[C:28]([CH:29]=[CH:30][NH:31]3)=[CH:27][CH:26]=2)=[O:22])=[CH:17][C:16]=1[Cl:34].[N:43]1[C:52]2[C:47](=[CH:48][CH:49]=[CH:50][CH:51]=2)[CH:46]=[C:45]([CH:53]=O)[CH:44]=1>ClCCl>[CH3:9][O:10][C:11](=[O:42])/[C:12](/[NH:13][C:14](=[O:35])[C:15]1[CH:20]=[CH:19][C:18]([C:21]([NH:23][CH2:24][C:25]2[CH:33]=[C:32]3[C:28]([CH:29]=[CH:30][NH:31]3)=[CH:27][CH:26]=2)=[O:22])=[CH:17][C:16]=1[Cl:34])=[CH:53]/[C:45]1[CH:44]=[N:43][C:52]2[C:47]([CH:46]=1)=[CH:48][CH:49]=[CH:50][CH:51]=2. The product is COC(/C(=C/C=1C=NC2=CC=CC=C2C1)/NC(C1=C(C=C(C=C1)C(=O)NCC1=CC=C2C=CNC2=C1)Cl)=O)=O ((Z)-2-[[2-chloro-4-[[[(1H-indol-6-yl)methyl]amino]carbonyl]benzoyl]amino]-3-(quinolin-3-yl)propenoic acid methyl ester). Procedure: 1,1,3,3-Tetramethylguanidine (102 mg, 0.9 mmol) was added to a solution of rac.-N-[2-chloro-4-[[[(1H-indol-6-yl)methyl]amino]carbonyl]benzoyl]-2-(dimethoxyphosphinyl)glycine methyl ester (Example 136; 300 mg, 0.6 mmol) in dichloromethane (10 mL) at ˜5° C. The solution was stirred at ˜5° C. for 30 min and then quinoline-3-carboxaldehyde (186 mg, 1.2 mmol) was added. The solution was stirred overnight at room temperature, then it was washed with cold 1N hydrochloric acid solution and brine, dried,... Reactants: ClC=1C=C(C(=O)Cl)C=CC1 (3-chlorobenzoyl chloride), Cl (HCl), C1(=CC=CC=C1)O (phenol), N1=CC=CC=C1 (pyridine). Solvent: C1(=CC=CC=C1)C (toluene). Yields the product C1(=CC=CC=C1)OC(C1=CC(=CC=C1)Cl)=O (Phenyl-3-chlorobenzoate). RXN SMILES: [Cl:1][C:2]1[CH:3]=[C:4]([CH:8]=[CH:9][CH:10]=1)[C:5](Cl)=[O:6].[C:11]1([OH:17])[CH:16]=[CH:15][CH:14]=[CH:13][CH:12]=1.N1C=CC=CC=1.Cl>C1(C)C=CC=CC=1>[C:11]1([O:17][C:5](=[O:6])[C:4]2[CH:8]=[CH:9][CH:10]=[C:2]([Cl:1])[CH:3]=2)[CH:16]=[CH:15][CH:14]=[CH:13][CH:12]=1. Procedure details: Phenyl-3-chlorobenzoate is prepared by reacting 3-chlorobenzoyl chloride with phenol in toluene with some pyridine (1 mol equivalent per acid chloride) to trap the HCl that evolves. After aqueous extraction or the pyridinium salt and any excess starting materials, the product is crystallized from the toluene solution. Reaction SMILES: NC1C=[N+]([O-])C=CC=1.C(CC(OCC)=O)(=O)C1C=CC=CC=1.C([O-])([O-])OCC.[C:29]([C:37]1[CH:38]=[N:39][C:40]2[C:45]([C:46]=1[OH:47])=[N:44][CH:43]=[CH:42][CH:41]=2)(=[O:36])[C:30]1[CH:35]=[CH:34][CH:33]=[CH:32][CH:31]=1>>[C:29]([C:37]1[CH:38]=[N:39][C:40]2[C:41]([C:46]=1[OH:47])=[CH:42][CH:43]=[N:44][CH:45]=2)(=[O:36])[C:30]1[CH:31]=[CH:32][CH:33]=[CH:34][CH:35]=1. The yield is 70.0%. The product is 7-oxide, C(C1=CC=CC=C1)(=O)C=1C=NC2=CN=CC=C2C1O (3-benzoyl 4-hydroxy 1,7-naphthyridine). Procedure details: The 7-oxide of 3-benzoyl 4-hydroxy 1,7-naphthyridine is prepared from 3-aminopyridine 1-oxide described by J. C. Murray and C. R. Hauser in J. Org. Chem. p. 2008-14 (1954), ethyl benzoylacetate and ethyl orthoformate according to the process described for 3-benzoyl 4-hydroxy 1,5-naphthyridine; this product is obtained in 70% yield, m.p. >260° C. The reactants are C(OCC)([O-])[O-] (ethyl orthoformate), NC=1C=[N+](C=CC1)[O-] (3-aminopyridine 1-oxide), C(C1=CC=CC=C1)(=O)C=1C=NC2=CC=CN=C2C1O (3-benzoyl 4-hydroxy 1,5-naphthyridine), C(C1=CC=CC=C1)(=O)CC(=O)OCC (ethyl benzoylacetate). The reactants are CN1C(=CC=C1C=1C=C2CCC(C2=CC1)=O)C#N (1-methyl-5-(1-oxo-2,3-dihydro-1H-inden-5-yl)-1H-pyrrole-2-carbonitrile), Cl.NO (hydroxylamine hydrochloride). As a reaction SMILES: [CH3:1][N:2]1[C:6]([C:7]2[CH:8]=[C:9]3[C:13](=[CH:14][CH:15]=2)[C:12](=O)[CH2:11][CH2:10]3)=[CH:5][CH:4]=[C:3]1[C:17]#[N:18].Cl.[NH2:20][OH:21]>>[OH:21]/[N:20]=[C:12]1\[CH2:11][CH2:10][C:9]2[C:13]\1=[CH:14][CH:15]=[C:7]([C:6]1[N:2]([CH3:1])[C:3]([C:17]#[N:18])=[CH:4][CH:5]=1)[CH:8]=2 |f:1.2|. Yields the product O\N=C\1/CCC2=CC(=CC=C12)C1=CC=C(N1C)C#N (5-[(1E)-1-(hydroxyimino)-2,3-dihydro-1H-inden-5-yl]-1-methyl-1H-pyrrole-2-carbonitrile). Procedure: The title compound was prepared from 1-methyl-5-(1-oxo-2,3-dihydro-1H-inden-5-yl)-1H-pyrrole-2-carbonitrile and hydroxylamine hydrochloride according to the procedure described in example 1. MS (ESI) m/z 252; HRMS: calcd for C15H13N3O+H+, 252.11314; found (ESI, [M+H]+), 252.1133